From a dataset of the Open Reaction Database (ORD), a public repository of structured organic reaction records. describe an organic reaction: reactants, conditions, products, and yield Reactants: C1COCCN1, C1COCCO1, Clc1cc(Cl)n2nccc2n1. The product is Clc1cc(N2CCOCC2)n2nccc2n1. Reaction SMILES: [CH2:12]1[CH2:13][O:14][CH2:15][CH2:16][NH:17]1.[CH2:18]1[O:19][CH2:20][CH2:21][O:22][CH2:23]1.[Cl:1][c:2]1[n:3][c:4]2[n:5]([c:6]([Cl:8])[cH:7]1)[n:9][cH:10][cH:11]2>>[Cl:1][c:2]1[n:3][c:4]2[n:5]([c:6]([N:17]3[CH2:12][CH2:13][O:14][CH2:15][CH2:16]3)[cH:7]1)[n:9][cH:10][cH:11]2. The reactants are C(C)(=O)O[C@]1(C(COC(C)=O)=O)CC[C@H]2[C@@H]3CCC4=CC(C=C[C@]4(C)[C@H]3[C@H](C[C@]12C)O)=O (17α,21-diacetoxy-11β-hydroxy-1,4- pregnadiene-3,20-dione), C1=CC=C(C=C1)C2=CC=CC=C2.C1=CC=C(C=C1)OC2=CC=CC=C2 (Dowtherm). The product is C(C)(=O)OCC(C1=CC[C@H]2[C@@H]3CCC4=CC(C=C[C@]4(C)[C@H]3[C@H](C[C@]12C)O)=O)=O (21-acetoxy-11β-hydroxy-1,4,16-pregnatriene-3,20-dione). Yield: 80.9%. As a reaction SMILES: C(O[C@:5]1([C@:29]2([CH3:30])[C@H:15]([C@H:16]3[C@H:26]([C@@H:27]([OH:31])[CH2:28]2)[C@:24]2([CH3:25])[C:19](=[CH:20][C:21](=[O:32])[CH:22]=[CH:23]2)[CH2:18][CH2:17]3)[CH2:14][CH2:13]1)[C:6](=[O:12])[CH2:7][O:8][C:9](=[O:11])[CH3:10])(=O)C.C1C=CC(C2C=CC=CC=2)=CC=1.C1C=CC(OC2C=CC=CC=2)=CC=1>>[C:9]([O:8][CH2:7][C:6](=[O:12])[C:5]1[C@:29]2([CH3:30])[C@H:15]([C@H:16]3[C@H:26]([C@@H:27]([OH:31])[CH2:28]2)[C@:24]2([CH3:25])[C:19](=[CH:20][C:21](=[O:32])[CH:22]=[CH:23]2)[CH2:18][CH2:17]3)[CH2:14][CH:13]=1)(=[O:11])[CH3:10] |f:1.2|. Reported procedure: One gram of 17α,21-diacetoxy-11β-hydroxy-1,4- pregnadiene-3,20-dione is treated analogously to Example 1 in "Dowtherm" for 50 minutes at 250° C. and worked up. Recrystallization from isopropyl ether yields 700 mg of 21-acetoxy-11β-hydroxy-1,4,16-pregnatriene-3,20-dione (81% of theory). Starting materials: 5-[, CC(C)(C)C1=CC=C(C=C1)C1=C(N=NS1)S (4-(1,1-dimethylethyl)-phenyl-1,2,3-thiadiazole-4-thiol), [K] (potassium), C(C=C)Br (allyl bromide). Run in C(C)O (ethanol). Yields the product CC(C)(C)C1=CC=C(C=C1)C1=C(N=NS1)SCC=C (5-[4-(1,1-Dimethylethyl)phenyl]-4-(2-propenylthio)-1,2,3-thiadiazole). Reaction SMILES: [CH3:1][C:2]([C:5]1[CH:10]=[CH:9][C:8]([C:11]2[S:15][N:14]=[N:13][C:12]=2[SH:16])=[CH:7][CH:6]=1)([CH3:4])[CH3:3].[K].[CH2:18](Br)[CH:19]=[CH2:20]>C(O)C>[CH3:4][C:2]([C:5]1[CH:6]=[CH:7][C:8]([C:11]2[S:15][N:14]=[N:13][C:12]=2[S:16][CH2:20][CH:19]=[CH2:18])=[CH:9][CH:10]=1)([CH3:1])[CH3:3] |^1:16|. Reported procedure: A solution of 1.45 g of 5-[4-(1,1-dimethylethyl)-phenyl-1,2,3-thiadiazole-4-thiol, potassium salt in 50 ml of ethanol was stirred overnight with 3.0 g of allyl bromide. The solvent was removed in vacuo, the residue taken up in ether, filtered and concentrated in vacuo. The residual oil was dissolved in a small amount of dichloromethane and purified on thick layer silica gel plates, eluting with the same solvent. The active fraction gave 1.225 g of the desired compound as a yellow oil. Proton nuc...